From a dataset of the Open Reaction Database (ORD), a public repository of structured organic reaction records. describe an organic reaction: reactants, conditions, products, and yield The reactants are C(C)(=O)C=1C=NC=CC1CC1C(C2=CC=C(C=C2CC1)OC)=O (2-[(3-acetyl-4-pyridyl)methyl]-6-methoxy-tetralin-1-one), [N+](=O)([O-])C1=C(CBr)C=CC=C1 (2-nitrobenzyl bromide). The product is [Br-].C(C)(=O)C=1C=[N+](C=CC1CC1C(C2=CC=C(C=C2CC1)OC)=O)CC1=C(C=CC=C1)[N+](=O)[O-] (2-[[3-acetyl-1-[(2-nitrophenyl)methyl]pyridin-1-ium-4-yl]methyl]-6-methoxy-tetralin-1-one bromide). RXN SMILES: [C:1]([C:4]1[CH:5]=[N:6][CH:7]=[CH:8][C:9]=1[CH2:10][CH:11]1[CH2:20][CH2:19][C:18]2[C:13](=[CH:14][CH:15]=[C:16]([O:21][CH3:22])[CH:17]=2)[C:12]1=[O:23])(=[O:3])[CH3:2].[N+:24]([C:27]1[CH:34]=[CH:33][CH:32]=[CH:31][C:28]=1[CH2:29][Br:30])([O-:26])=[O:25]>>[Br-:30].[C:1]([C:4]1[CH:5]=[N+:6]([CH2:29][C:28]2[CH:31]=[CH:32][CH:33]=[CH:34][C:27]=2[N+:24]([O-:26])=[O:25])[CH:7]=[CH:8][C:9]=1[CH2:10][CH:11]1[CH2:20][CH2:19][C:18]2[C:13](=[CH:14][CH:15]=[C:16]([O:21][CH3:22])[CH:17]=2)[C:12]1=[O:23])(=[O:3])[CH3:2] |f:2.3|. Reported procedure: The title compound 125 is prepared according to the procedure reported in Example 38.1 with compound 103 (62 mg, 0.2 mmol) and 2-nitrobenzyl bromide (73 mg, 0.34 mmol) as reactants. White solid. (Yield 87.1 mg, 82%). The reactants are O=C(n1ccnc1)n1ccnc1, CN(C)C=O, O=C([O-])C(F)(F)F, Nc1nc(CC(=O)O)cs1, NC1C(=O)N2C(C(=O)O)=C(C=C3CCN(Cc4cc[n+](CC(=O)Nc5ccc(O)cc5)cc4)C3=O)CSC12. The product is Nc1nc(CC(=O)NC2C(=O)N3C(C(=O)[O-])=C(C=C4CCN(Cc5cc[n+](CC(=O)Nc6ccc(O)cc6)cc5)C4=O)CSC23)cs1. RXN SMILES: [C:1]([n:2]1[cH:3][cH:4][n:5][cH:6]1)([n:7]1[cH:8][cH:9][n:10][cH:11]1)=[O:12].[CH3:68][N:69]([CH3:70])[CH:71]=[O:72].[F:23][C:24]([F:25])([F:26])[C:27]([O-:28])=[O:29].[NH2:13][c:14]1[s:15][cH:16][c:17]([CH2:19][C:20](=[O:21])[OH:22])[n:18]1.[NH2:30][CH:31]1[CH:32]2[S:33][CH2:34][C:35]([CH:43]=[C:44]3[C:45](=[O:67])[N:46]([CH2:49][c:50]4[cH:51][cH:52][n+:53]([CH2:56][C:57]([NH:58][c:59]5[cH:60][cH:61][c:62]([OH:65])[cH:63][cH:64]5)=[O:66])[cH:54][cH:55]4)[CH2:47][CH2:48]3)=[C:36]([C:40](=[O:41])[OH:42])[N:37]2[C:38]1=[O:39]>>[NH2:13][c:14]1[s:15][cH:16][c:17]([CH2:19][C:20](=[O:22])[NH:30][CH:31]2[CH:32]3[S:33][CH2:34][C:35]([CH:43]=[C:44]4[C:45](=[O:67])[N:46]([CH2:49][c:50]5[cH:51][cH:52][n+:53]([CH2:56][C:57]([NH:58][c:59]6[cH:60][cH:61][c:62]([OH:65])[cH:63][cH:64]6)=[O:66])[cH:54][cH:55]5)[CH2:47][CH2:48]4)=[C:36]([C:40](=[O:41])[O-:42])[N:37]3[C:38]2=[O:39])[n:18]1. Starting materials: BrC=1C=C(C=NC1)N1C2CN3CC(CC(C1)C3)C2 (4-(5-Bromopyridin-3-yl)-1,4-diazatricyclo[4.3.1.13,8]undecane), COC=1C=C(C=CC1OC)B(O)O (3,4-dimethoxyphenylboronic acid). Product: COC=1C=C(C=CC1OC)C=1C=C(C=NC1)N1C2CN3CC(CC(C1)C3)C2 (4-[5-(3,4-dimethoxyphenyl)pyridin-3-yl]-1,4-diazatricyclo[4.3.1.13,8]undecane). RXN SMILES: Br[C:2]1[CH:3]=[C:4]([N:8]2[CH2:16][CH:15]3[CH2:17][N:11]4[CH2:12][CH:13]([CH2:18][CH:9]2[CH2:10]4)[CH2:14]3)[CH:5]=[N:6][CH:7]=1.[CH3:19][O:20][C:21]1[CH:22]=[C:23](B(O)O)[CH:24]=[CH:25][C:26]=1[O:27][CH3:28]>>[CH3:19][O:20][C:21]1[CH:22]=[C:23]([C:2]2[CH:3]=[C:4]([N:8]3[CH2:16][CH:15]4[CH2:17][N:11]5[CH2:12][CH:13]([CH2:18][CH:9]3[CH2:10]5)[CH2:14]4)[CH:5]=[N:6][CH:7]=2)[CH:24]=[CH:25][C:26]=1[O:27][CH3:28]. Procedure: The title compound was prepared from the product of Example 65A and 3,4-dimethoxyphenylboronic acid according to General Method B: 1H NMR (500 MHz, CDCl3) δ ppm 8.14 (d, 2 H), 7.19 (d, 1 H), 7.07 (d, 2 H), 6.93 (d, 1 H), 4.13 (s, 1 H), 3.91 (s, 3 H), 3.87 (s, 3 H), 3.81-3.30 (m, 7 H), 3.09-2.95 (m, 4 H), 2.34-2.18 (m, 3 H); LC-MS Method D (ESI+) m/z 366.0 (M+H)+, retention time 1.28 minutes. The reactants are N1(CCOCC1)CC1COC2=C(N1)C=CC=C2 ((+)-3-(4-morpholinylmethyl)-3,4-dihydro-2H-1,4-benzoxazine), N(=O)[O-].[Na+] (sodium nitrite). The solvent is Cl (hydrochloric acid), O (water). Yields the product N1(CCOCC1)CC1COC2=C(N1N=O)C=CC=C2 ((+)-3-(4-morpholinylmethyl)-4-nitroso-3,4-dihydro-2H-1,4-benzoxazine). As a reaction SMILES: [N:1]1([CH2:7][CH:8]2[NH:13][C:12]3[CH:14]=[CH:15][CH:16]=[CH:17][C:11]=3[O:10][CH2:9]2)[CH2:6][CH2:5][O:4][CH2:3][CH2:2]1.[N:18]([O-])=[O:19].[Na+]>Cl.O>[N:1]1([CH2:7][CH:8]2[N:13]([N:18]=[O:19])[C:12]3[CH:14]=[CH:15][CH:16]=[CH:17][C:11]=3[O:10][CH2:9]2)[CH2:2][CH2:3][O:4][CH2:5][CH2:6]1 |f:1.2|. Reported procedure: Similarly 17.4 g (0.074 mole) of (+)-3-(4-morpholinylmethyl)-3,4-dihydro-2H-1,4-benzoxazine in 300 ml of 2N aqueous hydrochloric acid was treated with 5.6 g (0.081 mole) of sodium nitrite in 60 ml of water at 0° C. to produce (+)-3-(4-morpholinylmethyl)-4-nitroso-3,4-dihydro-2H-1,4-benzoxazine, which was used as such in the next synthetic step without further purification or characterization. Starting materials: stannous chloride, N(=O)[O-].[Na+] (sodium nitrite), [OH-].[K+] (potassium hydroxide), NC=1C(=CC2=C(NC(S2)=O)C1)F (5-amino-6-fluoro-2(3H)-benzothiazolone), resultant mixture, stannous chloride. The solvent is Cl (hydrochloric acid), Cl (hydrochloric acid). Conditions: time 30 minute. The product is FC1=CC2=C(NC(S2)=O)C=C1NN (6-fluoro-2(3H)-benzothiazolon-5-ylhydrazine). Yield: 47.0%. RXN SMILES: [NH2:1][C:2]1[C:3]([F:12])=[CH:4][C:5]2[S:9][C:8](=[O:10])[NH:7][C:6]=2[CH:11]=1.[N:13]([O-])=O.[Na+].[OH-].[K+]>Cl>[F:12][C:3]1[C:2]([NH:1][NH2:13])=[CH:11][C:6]2[NH:7][C:8](=[O:10])[S:9][C:5]=2[CH:4]=1 |f:1.2,3.4|. Reported procedure: A suspension of 5-amino-6-fluoro-2(3H)-benzothiazolone (12.98 g) in conc. hydrochloric acid (70 g) was cooled to 0° to 5° C., and a saturated aqueous solution of sodium nitrite (5.08 g) was dropwise added thereto at 0 to 5° C., followed by stirring at the same temperature for 30 minutes. The resultant mixture was cooled to -20° C., and a solution of stannous chloride (28.06 g) in conc. hydrochloric acid (30 g) was added thereto all at once, followed by stirring at 0° C. for 2 hours. The reaction... Reaction SMILES: [CH3:23][CH2:24][OH:25].[CH:17]1([Br:22])[CH2:18][CH2:19][CH2:20][CH2:21]1.[NH2:1][c:2]1[nH:3][c:4](=[S:16])[c:5]([C:14]#[N:15])[c:6](-[c:8]2[cH:9][cH:10][cH:11][cH:12][cH:13]2)[n:7]1>>[NH2:1][c:2]1[n:3][c:4]([S:16][CH:17]2[CH2:18][CH2:19][CH2:20][CH2:21]2)[c:5]([C:14]#[N:15])[c:6](-[c:8]2[cH:9][cH:10][cH:11][cH:12][cH:13]2)[n:7]1. Starting materials: CCO, BrC1CCCC1, N#Cc1c(-c2ccccc2)nc(N)[nH]c1=S. The product is N#Cc1c(SC2CCCC2)nc(N)nc1-c1ccccc1. Reactants: Nc1c(Br)cc(C(F)(C(F)(F)F)C(F)(F)C(F)(F)F)cc1Br, N#Cc1ccc(C(=O)O)cc1[N+](=O)[O-], N#Cc1ccc(C(=O)Cl)cc1[N+](=O)[O-], O=C([O-])O, CN(C)C=O, O=C(Cl)C(=O)Cl, ClCCl, [Na+], C1CCOC1, c1ccncc1. The product is N#Cc1ccc(C(=O)Nc2c(Br)cc(C(F)(C(F)(F)F)C(F)(F)C(F)(F)F)cc2Br)cc1[N+](=O)[O-]. Reaction SMILES: [Br:21][c:22]1[c:23]([NH2:42])[c:24]([Br:41])[cH:25][c:26]([C:28]([C:29]([C:30]([F:31])([F:32])[F:33])([F:34])[F:35])([C:36]([F:37])([F:38])[F:39])[F:40])[cH:27]1.[C:1](#[N:2])[c:3]1[c:4]([N+:12](=[O:13])[O-:14])[cH:5][c:6]([C:7](=[O:8])[OH:9])[cH:10][cH:11]1.[C:49]([c:50]1[cH:51][cH:52][c:53]([C:54]([Cl:55])=[O:56])[cH:57][c:58]1[N+:59]([O-:60])=[O:61])#[N:62].[C:63](=[O:64])([O-:65])[OH:66].[CH3:76][N:77]([CH3:78])[CH:79]=[O:80].[Cl:15][C:16]([C:17]([Cl:18])=[O:19])=[O:20].[Cl:68][CH2:69][Cl:70].[Na+:67].[O:71]1[CH2:72][CH2:73][CH2:74][CH2:75]1.[cH:43]1[cH:44][cH:45][n:46][cH:47][cH:48]1>>[C:1](#[N:2])[c:3]1[c:4]([N+:12](=[O:13])[O-:14])[cH:5][c:6]([C:7](=[O:9])[NH:42][c:23]2[c:22]([Br:21])[cH:27][c:26]([C:28]([C:29]([C:30]([F:31])([F:32])[F:33])([F:34])[F:35])([C:36]([F:37])([F:38])[F:39])[F:40])[cH:25][c:24]2[Br:41])[cH:10][cH:11]1.